This data is from the Open Reaction Database (ORD), a public repository of structured organic reaction records. The task is: describe an organic reaction: reactants, conditions, products, and yield Starting materials: COC(=O)C1=C(SCC1=O)NC(=O)N(C)C (2-(3,3-Dimethyl-ureido)-4-oxo-4,5-dihydro-thiophene-3-carboxylic acid methyl ester), OS(=O)(=O)O (H2SO4), C(CC)O (n-propanol). Run at time 12 hour. Product: COC(=O)C1=C(SC=C1OCCC)NC(=O)N(C)C (2-(3,3-Dimethyl-ureido)-4-propoxy-thiophene-3-carboxylic acid methyl ester). The yield is 53.0%. Reaction SMILES: [CH3:1][O:2][C:3]([C:5]1[C:9](=[O:10])[CH2:8][S:7][C:6]=1[NH:11][C:12]([N:14]([CH3:16])[CH3:15])=[O:13])=[O:4].OS(O)(=O)=O.[CH2:22](O)[CH2:23][CH3:24]>>[CH3:1][O:2][C:3]([C:5]1[C:9]([O:10][CH2:22][CH2:23][CH3:24])=[CH:8][S:7][C:6]=1[NH:11][C:12]([N:14]([CH3:15])[CH3:16])=[O:13])=[O:4]. Reported procedure: A solution of 2-(3,3-Dimethyl-ureido)-4-oxo-4,5-dihydro-thiophene-3-carboxylic acid methyl ester (50 mg, 0.205 mmol) in n-propanol (5 mL) was treated with H2SO4 (5 microliters) and stirred at ambient temperature for 12 hours. Little reaction was observed so the temperature was increased to 100° C. Little reaction was observed after 2 hours so four angstrom seives were added and the reaction continued at 100° C. for two additional hours at which point sufficient product was observed. The mixture ... Reported procedure: To a mixture of 9-chloro-8-methoxy-2,3,4,5-tetrahydro-1H-2-benzazepin-1-one (132a) and 7-chloro-8-methoxy-2,3,4,5-tetrahydro-1H-2-benzazepin-1-one (132b) (35.0 mg, 0.150 mmol) in DMF (5 mL) was added 2-(benzyloxy)-3-(chloromethyl)-4,6-dimethylpyridine (Cpd Z, 47.1 mg, 0.180 mmol). The reaction mixture was heated at 80° C. for 24 hours. The reaction mixture was poured into a NaOAc-HOAc buffer (5 mL) and extracted with EtOAc (2×10 mL). The combined organic layers were dried over sodium sulfate and... Run at temperature 80 celsius. Run in CN(C)C=O (DMF). The yield is 36.0%. Reactants: CC(=O)[O-].[Na+].CC(=O)O (NaOAc HOAc), ClC1=C(C=CC=2CCCNC(C21)=O)OC (9-chloro-8-methoxy-2,3,4,5-tetrahydro-1H-2-benzazepin-1-one), ClC=1C(=CC2=C(CCCNC2=O)C1)OC (7-chloro-8-methoxy-2,3,4,5-tetrahydro-1H-2-benzazepin-1-one), C(C1=CC=CC=C1)OC1=NC(=CC(=C1CCl)C)C (2-(benzyloxy)-3-(chloromethyl)-4,6-dimethylpyridine). Reaction SMILES: Cl[C:2]1[C:12]2[C:11](=[O:13])[NH:10][CH2:9][CH2:8][CH2:7][C:6]=2[CH:5]=CC=1OC.[Cl:16][C:17]1[C:18]([O:29][CH3:30])=[CH:19][C:20]2[C:26](=[O:27])[NH:25][CH2:24][CH2:23][CH2:22][C:21]=2[CH:28]=1.C(OC1C(CCl)=C(C)C=C(C)N=1)C1C=CC=CC=1.CC([O-])=O.[Na+].CC(O)=O>CN(C=O)C>[Cl:16][C:17]1[C:18]([O:29][CH3:30])=[CH:19][C:20]2[C:26](=[O:27])[N:25]([CH2:2][C:12]3[C:11](=[O:13])[NH:10][C:9]([CH3:8])=[CH:7][C:6]=3[CH3:5])[CH2:24][CH2:23][CH2:22][C:21]=2[CH:28]=1 |f:3.4.5|. The product is ClC=1C(=CC2=C(CCCN(C2=O)CC=2C(NC(=CC2C)C)=O)C1)OC (7-chloro-2-[(4,6-dimethyl-2-oxo-1,2-dihydropyridin-3-yl)methyl]-8-methoxy-2,3,4,5-tetrahydro-1H-2-benzazepin-1-one). Starting materials: O=C([O-])[O-], Cc1cc(C)c(C=O)c(O)c1, COS(=O)(=O)OC, CC(C)=O, [K+], [K+]. Yields the product COc1cc(C)cc(C)c1C=O. RXN SMILES: [C:8](=[O:9])([O-:10])[O-:11].[CH3:14][c:15]1[c:16]([CH:17]=[O:18])[c:19]([OH:24])[cH:20][c:21]([CH3:23])[cH:22]1.[CH3:1][O:2][S:3](=[O:4])(=[O:5])[O:6][CH3:7].[CH3:25][C:26](=[O:27])[CH3:28].[K+:12].[K+:13]>>[O:6]([CH3:7])[c:19]1[c:16]([CH:17]=[O:18])[c:15]([CH3:14])[cH:22][c:21]([CH3:23])[cH:20]1. Reactants: CCO, CCOC(=O)C(C(=O)CCl)C(c1ccccc1)c1cccc(C(F)(F)F)c1, CCOC(=O)C=C(C)N. As a reaction SMILES: [CH3:37][CH2:38][OH:39].[F:1][C:2]([c:3]1[cH:4][c:5]([CH:9]([CH:10]([C:11](=[O:12])[O:13][CH2:14][CH3:15])[C:16]([CH2:17][Cl:18])=[O:19])[c:20]2[cH:21][cH:22][cH:23][cH:24][cH:25]2)[cH:6][cH:7][cH:8]1)([F:26])[F:27].[NH2:28][C:29](=[CH:30][C:31](=[O:32])[O:33][CH2:34][CH3:35])[CH3:36]>>[F:1][C:2]([c:3]1[cH:4][c:5]([CH:9]([CH:10]([C:11](=[O:12])[O:13][CH2:14][CH3:15])[C:16]([CH2:17][Cl:18])=[O:19])[C:30](=[C:29]([NH2:28])[CH3:36])[C:31](=[O:32])[O:33][CH2:34][CH3:35])[cH:6][cH:7][cH:8]1)([F:26])[F:27]. The product is CCOC(=O)C(=C(C)N)C(c1cccc(C(F)(F)F)c1)C(C(=O)CCl)C(=O)OCC. The reactants are COC1=NC=CC=C1CCl ((2-methoxy-3-pyridyl)methyl chloride), [C-]#N.[Na+] (sodium cyanide), CN(C)C=O (DMF). Solvent: O (Water). The product is COC1=NC=CC=C1CC#N ((2-Methoxy-3-pyridyl)methyl cyanide). Reaction SMILES: [CH3:1][O:2][C:3]1[C:8]([CH2:9]Cl)=[CH:7][CH:6]=[CH:5][N:4]=1.[C-]#N.[Na+].[CH3:14][N:15](C=O)C>O>[CH3:1][O:2][C:3]1[C:8]([CH2:9][C:14]#[N:15])=[CH:7][CH:6]=[CH:5][N:4]=1 |f:1.2|. Reported procedure: 4 g of (2-methoxy-3-pyridyl)methyl chloride, 2.5 g of sodium cyanide and 10 ml of DMF were stirred under heating for 10 minutes. Water was added thereto, and the mixture was extracted with ethyl acetate and dried over anhydrous magnesium sulfate. The drying agent was removed, and the solvent was evaporated. The residue was purified by silica gel chromatography (hexane:ethyl acetate=3:1), to give 2.5 g of a colorless oil.